From a dataset of the Open Reaction Database (ORD), a public repository of structured organic reaction records. describe an organic reaction: reactants, conditions, products, and yield Reactants: CCOC(=O)c1nc(-c2ccccc2)sc1NC(=O)OC(C)(C)C, CO, Cl, [Li+], [OH-], O, O. Product: CC(C)(C)OC(=O)Nc1sc(-c2ccccc2)nc1C(=O)O. RXN SMILES: [C:1]([CH3:2])([CH3:3])([CH3:4])[O:5][C:6](=[O:7])[NH:8][c:9]1[c:10]([C:20](=[O:21])[O:22][CH2:23][CH3:24])[n:11][c:12](-[c:14]2[cH:15][cH:16][cH:17][cH:18][cH:19]2)[s:13]1.[CH3:29][OH:30].[ClH:28].[Li+:26].[OH-:25].[OH2:27].[OH2:31]>>[C:1]([CH3:2])([CH3:3])([CH3:4])[O:5][C:6](=[O:7])[NH:8][c:9]1[c:10]([C:20](=[O:21])[OH:22])[n:11][c:12](-[c:14]2[cH:15][cH:16][cH:17][cH:18][cH:19]2)[s:13]1.